Dataset: the Open Reaction Database (ORD), a public repository of structured organic reaction records. Task: describe an organic reaction: reactants, conditions, products, and yield Starting materials: C1COCCO1, COCCOC1CCC(C)(C(=O)OCC(C)C)CC1, [Na+], [OH-]. Yields the product COCCOC1CCC(C)(C(=O)O)CC1. As a reaction SMILES: [CH2:22]1[O:23][CH2:24][CH2:25][O:26][CH2:27]1.[CH3:1][C:2]1([C:13](=[O:14])[O:15][CH2:16][CH:17]([CH3:18])[CH3:19])[CH2:3][CH2:4][CH:5]([O:8][CH2:9][CH2:10][O:11][CH3:12])[CH2:6][CH2:7]1.[Na+:21].[OH-:20]>>[CH3:1][C:2]1([C:13](=[O:14])[OH:15])[CH2:3][CH2:4][CH:5]([O:8][CH2:9][CH2:10][O:11][CH3:12])[CH2:6][CH2:7]1. The reactants are C1(=CC=CC=C1)C (toluene), ClC=1OC(=C(N1)C(F)(F)F)C(=O)OCC (ethyl 2-chloro-4-trifluoromethyl-5-oxazolecarboxylate), NC1=NC=CC=N1 (2-aminopyrimidine). The solvent is C(C)OCC (ethyl ether). Yields the product N1=C(N=CC=C1)NC=1OC(=C(N1)C(F)(F)F)C(=O)OCC (Ethyl 2-(pyrimidinylamino)-4-(trifluoromethyl)-5-oxazolecarboxylate). The yield is 63.4%. Reaction SMILES: C1(C)C=CC=CC=1.Cl[C:9]1[O:10][C:11]([C:18]([O:20][CH2:21][CH3:22])=[O:19])=[C:12]([C:14]([F:17])([F:16])[F:15])[N:13]=1.[NH2:23][C:24]1[N:29]=[CH:28][CH:27]=[CH:26][N:25]=1>C(OCC)C>[N:25]1[CH:26]=[CH:27][CH:28]=[N:29][C:24]=1[NH:23][C:9]1[O:10][C:11]([C:18]([O:20][CH2:21][CH3:22])=[O:19])=[C:12]([C:14]([F:17])([F:16])[F:15])[N:13]=1. Procedure: A reaction vessel was charged with 50 ml toluene, 4 g (16.4 mmol) ethyl 2-chloro-4-trifluoromethyl-5-oxazolecarboxylate and 3.12 g (32.8 mmol) 2-aminopyrimidine. The reaction mixture was heated at a temperature of 100°-110° C. for 16 hours. The mixture was cooled to room temperature, diluted with ethyl ether, washed with 5% hydrochloric acid, and then washed with large amounts of water. The ether portion was dried over magnesium sulfate and then concentrated under reduced pressure to yield 3.14 ... The reactants are aqueous solution, Cl.CNO (methylhydroxylamine hydrochloride), C([O-])([O-])=O.[K+].[K+] (potassium carbonate), OCCCCCCCCC(=O)O (9-hydroxynonanoic acid), S(=O)(Cl)Cl (thionyl chloride). The solvent is ClCCl (dichloromethane), N1=CC=CC=C1 (pyridine). Yields the product CN(O)C(CCCCCCCCCl)=O (N-methyl-9-chlorononanohydroxamic acid). RXN SMILES: [OH:1][CH2:2][CH2:3][CH2:4][CH2:5][CH2:6][CH2:7][CH2:8][CH2:9][C:10](O)=O.S(Cl)(Cl)=O.[ClH:17].[CH3:18][NH:19][OH:20].C(=O)([O-])[O-].[K+].[K+]>ClCCl.N1C=CC=CC=1>[CH3:18][N:19]([C:2](=[O:1])[CH2:3][CH2:4][CH2:5][CH2:6][CH2:7][CH2:8][CH2:9][CH2:10][Cl:17])[OH:20] |f:2.3,4.5.6|. Procedure: A mixture of 1.02 g (5.85 mmol) of 9-hydroxynonanoic acid (IV4), 1 ml of thionyl chloride, and a drop portion of pyridine was heated for 3 hours on a warm bath at 70° C. and the remainder thionyl chloride was evaporated under reduced pressure. A solution of the resulting residue in 20 ml of dichloromethane was treated with 20 ml of an aqueous solution of 530 mg (6.35 mmol) of methylhydroxylamine hydrochloride and 900 mg (6.5 mmol) of potassium carbonate according to the procedure shown in Exampl... Starting materials: O (water), Br/C=1/C(=O)OC(\C1)=O (bromomaleic anhydride), C(C)(=O)[O-].[Na+] (sodium acetate), O.NN (hydrazine monohydrate). Run in C(C)(=O)O.O (acetic acid water). Conditions: temperature 100 celsius. The product is BrC=1C(NNC(C1)=O)=O (4-Bromo-1,2-dihydropyridazine-3,6-dione). Isolated yield 37.0%. RXN SMILES: [Br:1][C:2]1[C:3](O[C:6](=[O:8])[CH:7]=1)=[O:4].C([O-])(=O)C.[Na+].O.[NH2:15][NH2:16].O>C(O)(=O)C.O>[Br:1][C:2]1[C:3](=[O:4])[NH:15][NH:16][C:6](=[O:8])[CH:7]=1 |f:1.2,3.4,6.7|. Reported procedure: A mixture of bromomaleic anhydride (50 g, 283 mmol) and sodium acetate (76.5 g, 562 mmol) in 40% acetic acid/water (750 ml) was treated with hydrazine monohydrate (16.5 ml, 339 mmol) at room temperature under nitrogen. The brown solution was stirred and heated at 100° C. for 18 hours. Upon cooling the mixture was poured into water (11) and extracted with ethyl acetate (6×500 ml). The combined extracts were dried (MgSO4), filtered and evaporated to afford the title compound (20 g, 37%) as an oran...